This data is from the Open Reaction Database (ORD), a public repository of structured organic reaction records. The task is: describe an organic reaction: reactants, conditions, products, and yield The reactants are CCO, CN(C)c1ccc2c(Cl)ccnc2c1, Cl, Cc1cc(Nc2ccc(NC(=O)c3ccc(N)cc3)cc2)nc(N)n1, O. Yields the product Cl, Cc1cc(Nc2ccc(NC(=O)c3ccc(Nc4ccnc5cc(N(C)C)ccc45)cc3)cc2)nc(N)n1. Reaction SMILES: [CH3:27][CH2:28][OH:29].[Cl:30][c:31]1[cH:32][cH:33][n:34][c:35]2[cH:36][c:37]([N:41]([CH3:42])[CH3:43])[cH:38][cH:39][c:40]12.[ClH:1].[NH2:2][c:3]1[cH:4][cH:5][c:6]([C:7](=[O:8])[NH:9][c:10]2[cH:11][cH:12][c:13]([NH:16][c:17]3[n:18][c:19]([NH2:24])[n:20][c:21]([CH3:23])[cH:22]3)[cH:14][cH:15]2)[cH:25][cH:26]1.[OH2:44]>>[ClH:30].[NH:2]([c:3]1[cH:4][cH:5][c:6]([C:7](=[O:8])[NH:9][c:10]2[cH:11][cH:12][c:13]([NH:16][c:17]3[n:18][c:19]([NH2:24])[n:20][c:21]([CH3:23])[cH:22]3)[cH:14][cH:15]2)[cH:25][cH:26]1)[c:31]1[cH:32][cH:33][n:34][c:35]2[cH:36][c:37]([N:41]([CH3:42])[CH3:43])[cH:38][cH:39][c:40]12.